Dataset: the Open Reaction Database (ORD), a public repository of structured organic reaction records. Task: describe an organic reaction: reactants, conditions, products, and yield Reactants: [Br-], CS(C)=O, O=C=Nc1ccc(Cl)cc1, [K+], CC(C)(C)OC(=O)C1CCC(c2ccccc2)N1C(=O)CN, C1CCOC1. Product: CC(C)(C)OC(=O)C1CCC(c2ccccc2)N1C(=O)CNC(=O)Nc1ccc(Cl)cc1. As a reaction SMILES: [Br-:37].[CH3:33][S:34]([CH3:35])=[O:36].[Cl:23][c:24]1[cH:25][cH:26][c:27]([N:30]=[C:31]=[O:32])[cH:28][cH:29]1.[K+:38].[NH2:1][CH2:2][C:3](=[O:4])[N:5]1[CH:6]([C:7](=[O:8])[O:9][C:10]([CH3:11])([CH3:12])[CH3:13])[CH2:14][CH2:15][CH:16]1[c:17]1[cH:18][cH:19][cH:20][cH:21][cH:22]1.[O:39]1[CH2:40][CH2:41][CH2:42][CH2:43]1>>[NH:1]([CH2:2][C:3](=[O:4])[N:5]1[CH:6]([C:7](=[O:8])[O:9][C:10]([CH3:11])([CH3:12])[CH3:13])[CH2:14][CH2:15][CH:16]1[c:17]1[cH:18][cH:19][cH:20][cH:21][cH:22]1)[C:31]([NH:30][c:27]1[cH:26][cH:25][c:24]([Cl:23])[cH:29][cH:28]1)=[O:32]. The reactants are CC1=C(C=CC=C1\C=C(/C)\[N+](=O)[O-])NC(OCC1=CC=CC=C1)=O ((E)-Benzyl 2-methyl-3-(2-nitroprop-1-enyl)phenylcarbamate), COCCOC1=CC=C2C=CNC2=C1 (6-(2-methoxyethoxy)-1H-indole). Solvent: C1CCOC1 (THF). Product: COCCOC1=CC=C2C(=CNC2=C1)C(C(C)[N+](=O)[O-])C=1C(=C(C=CC1)NC(OCC1=CC=CC=C1)=O)C (benzyl 3-(1-(6-(2-methoxyethoxy)-1H-indol-3-yl)-2-nitropropyl)-2-methylphenylcarbamate). Isolated yield 50.4%. Reaction SMILES: [CH3:1][C:2]1[C:7](/[CH:8]=[C:9](/[N+:11]([O-:13])=[O:12])\[CH3:10])=[CH:6][CH:5]=[CH:4][C:3]=1[NH:14][C:15](=[O:24])[O:16][CH2:17][C:18]1[CH:23]=[CH:22][CH:21]=[CH:20][CH:19]=1.[CH3:25][O:26][CH2:27][CH2:28][O:29][C:30]1[CH:38]=[C:37]2[C:33]([CH:34]=[CH:35][NH:36]2)=[CH:32][CH:31]=1>C1COCC1>[CH3:25][O:26][CH2:27][CH2:28][O:29][C:30]1[CH:38]=[C:37]2[C:33]([C:34]([CH:8]([C:7]3[C:2]([CH3:1])=[C:3]([NH:14][C:15](=[O:24])[O:16][CH2:17][C:18]4[CH:23]=[CH:22][CH:21]=[CH:20][CH:19]=4)[CH:4]=[CH:5][CH:6]=3)[CH:9]([N+:11]([O-:13])=[O:12])[CH3:10])=[CH:35][NH:36]2)=[CH:32][CH:31]=1. Procedure details: (E)-Benzyl 2-methyl-3-(2-nitroprop-1-enyl)phenylcarbamate (0.6849 g, 1.574 mmol) and 6-(2-methoxyethoxy)-1H-indole (0.602 g, 3.15 mmol) were dissolved in THF (50 mL), concentrated in vacuo, and melted at 140° C. for 12 h. After cooling to room temperature, the crude product was purified by flash chromatography using an ISCO 40 g column (solid loading) eluting with 20-75% EtOAc/hexane. Appropriate fractions were collected and concentrated in vacuo to give benzyl 3-(1-(6-(2-methoxyethoxy)-1H-indol... Starting materials: CN(C)C=O, O=C(Cl)C(=O)Cl, ClCCl, Cl, Nc1nn2cccnc2c1-c1ccc(OC(F)(F)F)cc1, c1ccncc1, O=C(O)Cc1cccnc1. Yields the product O=C(Cc1cccnc1)Nc1nn2cccnc2c1-c1ccc(OC(F)(F)F)cc1. Reaction SMILES: [CH3:18][N:19]([CH3:20])[CH:21]=[O:22].[Cl:12][C:13]([C:14]([Cl:15])=[O:16])=[O:17].[Cl:44][CH2:45][Cl:46].[ClH:1].[F:23][C:24]([O:25][c:26]1[cH:27][cH:28][c:29](-[c:32]2[c:33]([NH2:41])[n:34][n:35]3[c:36]2[n:37][cH:38][cH:39][cH:40]3)[cH:30][cH:31]1)([F:42])[F:43].[cH:47]1[cH:48][cH:49][n:50][cH:51][cH:52]1.[n:2]1[cH:3][c:4]([CH2:8][C:9](=[O:10])[OH:11])[cH:5][cH:6][cH:7]1>>[n:2]1[cH:3][c:4]([CH2:8][C:9](=[O:11])[NH:41][c:33]2[c:32](-[c:29]3[cH:28][cH:27][c:26]([O:25][C:24]([F:23])([F:42])[F:43])[cH:31][cH:30]3)[c:36]3[n:35]([n:34]2)[cH:40][cH:39][cH:38][n:37]3)[cH:5][cH:6][cH:7]1. Starting materials: CC#N, CCn1cc(CCl)cn1, Cl, c1ccc(P(c2ccccc2)c2ccccc2)cc1. The product is CCn1cc(C[P+](c2ccccc2)(c2ccccc2)c2ccccc2)cn1, [Cl-], Cl. RXN SMILES: [CH3:30][C:31]#[N:32].[Cl:2][CH2:3][c:4]1[cH:5][n:6][n:7]([CH2:9][CH3:10])[cH:8]1.[ClH:1].[c:11]1([P:17]([c:18]2[cH:19][cH:20][cH:21][cH:22][cH:23]2)[c:24]2[cH:25][cH:26][cH:27][cH:28][cH:29]2)[cH:12][cH:13][cH:14][cH:15][cH:16]1>>[CH2:3]([c:4]1[cH:5][n:6][n:7]([CH2:9][CH3:10])[cH:8]1)[P+:17]([c:11]1[cH:12][cH:13][cH:14][cH:15][cH:16]1)([c:18]1[cH:19][cH:20][cH:21][cH:22][cH:23]1)[c:24]1[cH:25][cH:26][cH:27][cH:28][cH:29]1.[Cl-:1].[ClH:2]. Starting materials: C(C1=CC=CC=C1)N1CCC(CC1)CCCC(C1=CC=C(C=C1)F)=O (1-benzyl-4-[3-(4-fluorobenzoyl)propyl]piperidine), N1CCCC1 (pyrrolidine). Solvent: O1CCOCC1 (dioxane). Run at temperature 100 celsius. Product: C(C1=CC=CC=C1)N1CCC(CC1)CCCC(C1=CC=C(C=C1)N1CCCC1)=O (1-benzyl-4-[3-(4-pyrrolidinobenzoyl]propyl]piperidine). RXN SMILES: [CH2:1]([N:8]1[CH2:13][CH2:12][CH:11]([CH2:14][CH2:15][CH2:16][C:17](=[O:25])[C:18]2[CH:23]=[CH:22][C:21](F)=[CH:20][CH:19]=2)[CH2:10][CH2:9]1)[C:2]1[CH:7]=[CH:6][CH:5]=[CH:4][CH:3]=1.[NH:26]1[CH2:30][CH2:29][CH2:28][CH2:27]1>O1CCOCC1>[CH2:1]([N:8]1[CH2:13][CH2:12][CH:11]([CH2:14][CH2:15][CH2:16][C:17](=[O:25])[C:18]2[CH:23]=[CH:22][C:21]([N:26]3[CH2:30][CH2:29][CH2:28][CH2:27]3)=[CH:20][CH:19]=2)[CH2:10][CH2:9]1)[C:2]1[CH:7]=[CH:6][CH:5]=[CH:4][CH:3]=1. Reported procedure: To a solution of the 1-benzyl-4-[3-(4-fluorobenzoyl)propyl]piperidine (0.6 g) synthesized in 4) in dioxane (1 ml) was added 3 ml of pyrrolidine and the mixture was heated at 100° C. for 16 hours. Thereafter, the procedure of Example 37 was repeated to give 0.58 g of 1-benzyl-4-[3-(4-pyrrolidinobenzoyl]propyl]piperidine as colorless crystals melting at 115°-116° C. The reactants are BrC=1SC=C(C1)Br (2,4-Dibromothiophene), N1=CC=C(C=C1)B(O)O (pyridine-4-boronic acid), C([O-])([O-])=O.[K+].[K+] (potassium carbonate). The reagents and catalysts are C=1C=CC(=CC1)[P](C=2C=CC=CC2)(C=3C=CC=CC3)[Pd]([P](C=4C=CC=CC4)(C=5C=CC=CC5)C=6C=CC=CC6)([P](C=7C=CC=CC7)(C=8C=CC=CC8)C=9C=CC=CC9)[P](C=1C=CC=CC1)(C=1C=CC=CC1)C=1C=CC=CC1 (tetrakis(triphenylphosphine)palladium). The solvent is C(C)O.COCCOC (ethanol 1,2-dimethoxyethane). The product is BrC=1C=C(SC1)C1=CC=NC=C1 (4-Bromo-2-(4-pyridyl)thiophene). Yield: 51.5%. RXN SMILES: Br[C:2]1[S:3][CH:4]=[C:5]([Br:7])[CH:6]=1.[N:8]1[CH:13]=[CH:12][C:11](B(O)O)=[CH:10][CH:9]=1.C(=O)([O-])[O-].[K+].[K+]>C(O)C.COCCOC.C1C=CC([P]([Pd]([P](C2C=CC=CC=2)(C2C=CC=CC=2)C2C=CC=CC=2)([P](C2C=CC=CC=2)(C2C=CC=CC=2)C2C=CC=CC=2)[P](C2C=CC=CC=2)(C2C=CC=CC=2)C2C=CC=CC=2)(C2C=CC=CC=2)C2C=CC=CC=2)=CC=1>[Br:7][C:5]1[CH:6]=[C:2]([C:11]2[CH:12]=[CH:13][N:8]=[CH:9][CH:10]=2)[S:3][CH:4]=1 |f:2.3.4,5.6,^1:35,37,56,75|. Reported procedure: 2,4-Dibromothiophene (2.97 g, 12.28 mmol), pyridine-4-boronic acid (1.50 g, 12.28 mmol), potassium carbonate (5.52 g, 39.91 mmol) and tetrakis(triphenylphosphine)palladium (0) (426 mg, 0.38 mmol) were refluxed in ethanol/1,2-dimethoxyethane (1:4 v/v; 100 mL) at 100° C. for 7 hours. The solution was allowed to cool, and then filtered and evaporated. The residue was purified by flash chromatography using a gradient of ethyl acetate in hexane to give a yellow solid as the sub-title compound (1.52 g... The reactants are C1CCOC1, COC(=O)C(CCSC)NC(=O)c1ccc(S)cc1-c1ccccc1, O=C=Nc1nccs1. Yields the product COC(=O)C(CCSC)NC(=O)c1ccc(SC(=O)Nc2nccs2)cc1-c1ccccc1. As a reaction SMILES: [CH2:34]1[O:35][CH2:36][CH2:37][CH2:38]1.[CH3:1][O:2][C:3]([CH:4]([NH:5][C:6]([c:7]1[c:8](-[c:14]2[cH:15][cH:16][cH:17][cH:18][cH:19]2)[cH:9][c:10]([SH:13])[cH:11][cH:12]1)=[O:20])[CH2:21][CH2:22][S:23][CH3:24])=[O:25].[s:26]1[c:27]([N:31]=[C:32]=[O:33])[n:28][cH:29][cH:30]1>>[CH3:1][O:2][C:3]([CH:4]([NH:5][C:6]([c:7]1[c:8](-[c:14]2[cH:15][cH:16][cH:17][cH:18][cH:19]2)[cH:9][c:10]([S:13][C:32]([NH:31][c:27]2[s:26][cH:30][cH:29][n:28]2)=[O:33])[cH:11][cH:12]1)=[O:20])[CH2:21][CH2:22][S:23][CH3:24])=[O:25].